This data is from the Open Reaction Database (ORD), a public repository of structured organic reaction records. The task is: describe an organic reaction: reactants, conditions, products, and yield Starting materials: Cl (hydrochloric acid), C(C(C)C)C1=CC=C(C=C1)C(C1=CC=C(C=C1)CC(C)C)Br (bis(4-isobutylphenyl)methyl bromide), C(C)(C)N(CC)C(C)C (diisopropylethylamine), NC=1C=C(C(=O)N2C=C(C3=CC(=CC=C23)Cl)CCCC(=O)O)C=CC1 (4-[1-(3-aminobenzoyl)-5-chloroindol-3-yl]butyric acid), C(C(C)C)C1=CC=C(C=C1)C(C1=CC=C(C=C1)CC(C)C)Br (bis(4-isobutylphenyl)methyl bromide), C(C)(C)N(CC)C(C)C (diisopropylethylamine). Run in ClCCl (dichloromethane). Reaction conditions: temperature 20 celsius, time 1 hour. The product is C(C(C)C)C1=CC=C(C=C1)C(C1=CC=C(C=C1)CC(C)C)NC=1C=C(C(=O)N2C=C(C3=CC(=CC=C23)Cl)CCCC(=O)O)C=CC1 (4-[1-[3-[bis(4-isobutylphenyl)methylamino]benzoyl]-5-chloroindol-3-yl]butyric acid). Isolated yield 64.4%. RXN SMILES: [NH2:1][C:2]1[CH:3]=[C:4]([CH:23]=[CH:24][CH:25]=1)[C:5]([N:7]1[C:15]2[C:10](=[CH:11][C:12]([Cl:16])=[CH:13][CH:14]=2)[C:9]([CH2:17][CH2:18][CH2:19][C:20]([OH:22])=[O:21])=[CH:8]1)=[O:6].[CH2:26]([C:30]1[CH:35]=[CH:34][C:33]([CH:36](Br)[C:37]2[CH:42]=[CH:41][C:40]([CH2:43][CH:44]([CH3:46])[CH3:45])=[CH:39][CH:38]=2)=[CH:32][CH:31]=1)[CH:27]([CH3:29])[CH3:28].C(N(C(C)C)CC)(C)C.Cl>ClCCl>[CH2:43]([C:40]1[CH:41]=[CH:42][C:37]([CH:36]([NH:1][C:2]2[CH:3]=[C:4]([CH:23]=[CH:24][CH:25]=2)[C:5]([N:7]2[C:15]3[C:10](=[CH:11][C:12]([Cl:16])=[CH:13][CH:14]=3)[C:9]([CH2:17][CH2:18][CH2:19][C:20]([OH:22])=[O:21])=[CH:8]2)=[O:6])[C:33]2[CH:34]=[CH:35][C:30]([CH2:26][CH:27]([CH3:29])[CH3:28])=[CH:31][CH:32]=2)=[CH:38][CH:39]=1)[CH:44]([CH3:46])[CH3:45]. Procedure: A mixture of 4-[1-(3-aminobenzoyl)-5-chloroindol-3-yl]butyric acid (700 mg), bis(4-isobutylphenyl)methyl bromide (705 mg) and diisopropylethylamine (620 mg) in dichloromethane (20 ml) was stirred at 20° C. for 1 hour, and then bis(4-isobutylphenyl)methyl bromide (150 mg) and diisopropylethylamine (70 mg) were added. After stirred at 20° C. for 3 hours, the reaction mixture was poured into iced 1N hydrochloric acid. The organic layer was separated, washed with water and brine, and dried over magn... Reactants: CI, CC(C)=O, CN(C)Cc1c(N2CCCC(NC(=O)OC(C)(C)C)C2)n(Cc2ccccc2Cl)c2c(=O)n(C)c(=O)n(C)c12. Product: COCc1c(N2CCCC(NC(=O)OC(C)(C)C)C2)n(Cc2ccccc2Cl)c2c(=O)n(C)c(=O)n(C)c12. Reaction SMILES: [CH3:1][I:2].[CH3:42][C:43]([CH3:44])=[O:45].[Cl:3][c:4]1[c:5]([CH2:6][n:7]2[c:8]([N:24]3[CH2:25][CH:26]([NH:30][C:31]([O:32][C:33]([CH3:34])([CH3:35])[CH3:36])=[O:37])[CH2:27][CH2:28][CH2:29]3)[c:9]([CH2:20][N:21]([CH3:22])[CH3:23])[c:10]3[n:11]([CH3:19])[c:12](=[O:18])[n:13]([CH3:17])[c:14](=[O:16])[c:15]23)[cH:38][cH:39][cH:40][cH:41]1>>[Cl:3][c:4]1[c:5]([CH2:6][n:7]2[c:8]([N:24]3[CH2:25][CH:26]([NH:30][C:31]([O:32][C:33]([CH3:34])([CH3:35])[CH3:36])=[O:37])[CH2:27][CH2:28][CH2:29]3)[c:9]([CH2:20][O:45][CH3:43])[c:10]3[n:11]([CH3:19])[c:12](=[O:18])[n:13]([CH3:17])[c:14](=[O:16])[c:15]23)[cH:38][cH:39][cH:40][cH:41]1. The reactants are CC1=C(C(=CC=C1)C)CS(=O)(=O)C=1C=C2/C(/C(NC2=CC1)=O)=C/C1=C(C(=C(N1)C)C(=O)O)C (5-[5-(2,6-dimethyl-phenylmethanesulfonyl)-2-oxo-1,2-dihydro-indol-(3Z)-ylidenemethyl]-2,4-dimethyl-1H-pyrrole-3-carboxylic acid), N1CCOCC1 (morpholine), C=1C=CC2=C(C1)N=NN2O (HOBt), CCN=C=NCCCN(C)C.Cl (EDAC.HCl), TEA. Solvent: C(C)#N.CN(C)C=O (acetonitrile DMF). Run at time 8 hour. Yields the product CC1=C(NC(=C1C(=O)N1CCOCC1)C)\C=C\1/C(NC2=CC=C(C=C12)S(=O)(=O)CC1=C(C=CC=C1C)C)=O (3-[1-[3,5-Dimethyl-4-(morpholine-4-carbonyl)-1H-pyrrol-2-yl]-meth-(Z)-ylidene]-5-(2,6-dimethyl-phenylmethanesulfonyl)-1,3-dihydro-indol-2-one). As a reaction SMILES: [CH3:1][C:2]1[CH:7]=[CH:6][CH:5]=[C:4]([CH3:8])[C:3]=1[CH2:9][S:10]([C:13]1[CH:14]=[C:15]2[C:19](=[CH:20][CH:21]=1)[NH:18][C:17](=[O:22])/[C:16]/2=[CH:23]\[C:24]1[NH:28][C:27]([CH3:29])=[C:26]([C:30]([OH:32])=O)[C:25]=1[CH3:33])(=[O:12])=[O:11].[NH:34]1[CH2:39][CH2:38][O:37][CH2:36][CH2:35]1.C1C=CC2N(O)N=NC=2C=1.CCN=C=NCCCN(C)C.Cl>C(#N)C.CN(C=O)C>[CH3:33][C:25]1[C:26]([C:30]([N:34]2[CH2:39][CH2:38][O:37][CH2:36][CH2:35]2)=[O:32])=[C:27]([CH3:29])[NH:28][C:24]=1/[CH:23]=[C:16]1\[C:17](=[O:22])[NH:18][C:19]2[C:15]\1=[CH:14][C:13]([S:10]([CH2:9][C:3]1[C:4]([CH3:8])=[CH:5][CH:6]=[CH:7][C:2]=1[CH3:1])(=[O:12])=[O:11])=[CH:21][CH:20]=2 |f:3.4,5.6|. Procedure: A mixture of 5-[5-(2,6-dimethyl-phenylmethanesulfonyl)-2-oxo-1,2-dihydro-indol-(3Z)-ylidenemethyl]-2,4-dimethyl-1H-pyrrole-3-carboxylic acid (120 mg, 0.26 mmol), morpholine (30 mg, 0.34 mmol), HOBt (42 mg, 1.2 eq.), EDAC.HCl (60 mg, 1.2 eq.) and TEA (80 mg, 3 eq.) in 0.2 M concentration of acetonitrile: DMF (3:1) was stirred at for overnight. The reaction was and purified on a silica gel column to give the titled compound. Starting materials: COC1=NC=CC=C1CCOC1=C2C=C(NC2=CC=C1)C(=O)O (4-[2-(2-methoxy-pyridin-3-yl)-ethoxy]-1H-indole-2-carboxylic acid), NC1CCC(CC1)(O)CCN1C[C@@H]([C@H](CC1)O)C ((3S,4S)-1-[2-(4-Amino-1-hydroxy-cyclohexyl)-ethyl]-3-methyl-piperidin-4-ol). The product is OC1(CCC(CC1)NC(=O)C=1NC2=CC=CC(=C2C1)OCCC=1C(=NC=CC1)OC)CCN1C[C@@H]([C@H](CC1)O)C (4-[2-(2-Methoxy-pyridin-3-yl)-ethoxy]-1H-indole-2-carboxylic acid {4-hydroxy-4-[2-((3S,4S)-4-hydroxy-3-methyl-piperidin-1-yl)-ethyl]-cyclohexyl}-amide). Reaction SMILES: [CH3:1][O:2][C:3]1[C:8]([CH2:9][CH2:10][O:11][C:12]2[CH:20]=[CH:19][CH:18]=[C:17]3[C:13]=2[CH:14]=[C:15]([C:21]([OH:23])=O)[NH:16]3)=[CH:7][CH:6]=[CH:5][N:4]=1.[NH2:24][CH:25]1[CH2:30][CH2:29][C:28]([CH2:32][CH2:33][N:34]2[CH2:39][CH2:38][C@H:37]([OH:40])[C@@H:36]([CH3:41])[CH2:35]2)([OH:31])[CH2:27][CH2:26]1>>[OH:31][C:28]1([CH2:32][CH2:33][N:34]2[CH2:39][CH2:38][C@H:37]([OH:40])[C@@H:36]([CH3:41])[CH2:35]2)[CH2:29][CH2:30][CH:25]([NH:24][C:21]([C:15]2[NH:16][C:17]3[C:13]([CH:14]=2)=[C:12]([O:11][CH2:10][CH2:9][C:8]2[C:3]([O:2][CH3:1])=[N:4][CH:5]=[CH:6][CH:7]=2)[CH:20]=[CH:19][CH:18]=3)=[O:23])[CH2:26][CH2:27]1. Procedure details: This compound is synthesized analogously to example 1 from 4-[2-(2-methoxy-pyridin-3-yl)-ethoxy]-1H-indole-2-carboxylic acid 16m and amine 14. The reactants are [Si](C)(C)(C(C)(C)C)O[C@@H]1C=2C(=C(C(=NC2CC(C1)(C)C)C(C)C)[C@H](O)C=1SC(=CC1)C(F)(F)F)C1=CCCC1 ((S)—((S)-5-(tert-butyldimethylsilyloxy)-4-cyclopentenyl-2-isopropyl-7,7-dimethyl-5,6,7,8-tetrahydroquinolin-3-yl)(5-(trifluoromethyl)thiophen-2-yl)methanol), II (iodine), C([O-])(O)=O.[Na+] (sodium bicarbonate), II (iodine). The solvent is O1CCCC1 (tetrahydrofurane), C(C)#N (acetonitrile), C(C)OCC (diethylether), O1CCCC1 (tetrahydrofurane). Yields the product [Si](C)(C)(C(C)(C)C)O[C@@H]1C=2C3=C(C(=NC2CC(C1)(C)C)C(C)C)[C@H](OC31C(CCC1)I)C=1SC(=CC1)C(F)(F)F ((3′S,9′S)-9′-(tert-butyldimethylsilyloxy)-2-iodo-4′-isopropyl-7′,7′-dimethyl-3′-(5-(trifluoromethyl)thiophen-2-yl)-6′,7′,8′,9′-tetrahydro-3′H-spiro[cyclopentane-1,1′-furo[3,4-c]quinoline]). RXN SMILES: [Si:1]([O:8][C@H:9]1[CH2:18][C:17]([CH3:20])([CH3:19])[CH2:16][C:15]2[N:14]=[C:13]([CH:21]([CH3:23])[CH3:22])[C:12]([C@@H:24]([C:26]3[S:27][C:28]([C:31]([F:34])([F:33])[F:32])=[CH:29][CH:30]=3)[OH:25])=[C:11]([C:35]3[CH2:39][CH2:38][CH2:37][CH:36]=3)[C:10]1=2)([C:4]([CH3:7])([CH3:6])[CH3:5])([CH3:3])[CH3:2].[I:40]I.C(=O)(O)[O-].[Na+]>O1CCCC1.C(#N)C.C(OCC)C>[Si:1]([O:8][C@H:9]1[CH2:18][C:17]([CH3:19])([CH3:20])[CH2:16][C:15]2[N:14]=[C:13]([CH:21]([CH3:23])[CH3:22])[C:12]3[C@@H:24]([C:26]4[S:27][C:28]([C:31]([F:32])([F:34])[F:33])=[CH:29][CH:30]=4)[O:25][C:35]4([CH2:39][CH2:38][CH2:37][CH:36]4[I:40])[C:11]=3[C:10]1=2)([C:4]([CH3:6])([CH3:7])[CH3:5])([CH3:2])[CH3:3] |f:2.3|. Procedure details: To a solution of 67 mg (S)—((S)-5-(tert-butyldimethylsilyloxy)-4-cyclopentenyl-2-isopropyl-7,7-dimethyl-5,6,7,8-tetrahydroquinolin-3-yl)(5-(trifluoromethyl)thiophen-2-yl)methanol in 1 ml tetrahydrofurane and 1 ml acetonitrile are added under nitrogen 29 mg sodium bicarbonate and a solution of 88 mg of iodine in 200 μl tetrahydrofurane and the reaction is monitored by thin layer chromatography. In the case of low conversion the same amounts of sodium bicarbonate and iodine solution are added up t... Reactants: COC1=CC=C(CN(C2=NC(=NC(=N2)C=2C(=NC=C(C2)C=2C=NN(C2)C)NC=2C=NC(=CC2)OC)C)CC2=CC=C(C=C2)OC)C=C1 (N,N-bis(4-Methoxybenzyl)-4-(2-(6-methoxypyridin-3-ylamino)-5-(1-methyl-1H-pyrazol-4-yl)pyridin-3-yl)-6-methyl-1,3,5-triazin-2-amine). Solvent: C(=O)(C(F)(F)F)O (TFA). Reaction conditions: temperature 80 celsius. Yields the product COC1=CC=C(C=N1)NC1=NC=C(C=C1C1=NC(=NC(=N1)C)N)C=1C=NN(C1)C (4-(2-(6-methoxypyridin-3-ylamino)-5-(1-methyl-1H-pyrazol-4-yl)pyridin-3-yl)-6-methyl-1,3,5-triazin-2-amine). The yield is 82.9%. As a reaction SMILES: COC1C=CC(C[N:8](CC2C=CC(OC)=CC=2)[C:9]2[N:14]=[C:13]([C:15]3[C:16]([NH:27][C:28]4[CH:29]=[N:30][C:31]([O:34][CH3:35])=[CH:32][CH:33]=4)=[N:17][CH:18]=[C:19]([C:21]4[CH:22]=[N:23][N:24]([CH3:26])[CH:25]=4)[CH:20]=3)[N:12]=[C:11]([CH3:36])[N:10]=2)=CC=1>C(O)(C(F)(F)F)=O>[CH3:35][O:34][C:31]1[N:30]=[CH:29][C:28]([NH:27][C:16]2[C:15]([C:13]3[N:12]=[C:11]([CH3:36])[N:10]=[C:9]([NH2:8])[N:14]=3)=[CH:20][C:19]([C:21]3[CH:22]=[N:23][N:24]([CH3:26])[CH:25]=3)=[CH:18][N:17]=2)=[CH:33][CH:32]=1. Procedure: N,N-bis(4-Methoxybenzyl)-4-(2-(6-methoxypyridin-3-ylamino)-5-(1-methyl-1H-pyrazol-4-yl)pyridin-3-yl)-6-methyl-1,3,5-triazin-2-amine (140 mg, 0.222 mmol) was treated with TFA (10 mL) and heated at 80° C. with a reflux condenser for 18 h. The TFA was removed in vacuo and the residue was treated with 2 M NH3 in MeOH to pH 7 and dry-packed with silica gel. Purification on the ISCO (12 g column, 1-20% MeOH in DCM) gave 4-(2-(6-methoxypyridin-3-ylamino)-5-(1-methyl-1H-pyrazol-4-yl)pyridin-3-yl)-6-meth... Starting materials: ClC=1C=CC(=C(C1)C1=CC(=NC(=N1)N)NC1=CC=C(C=C1)C(F)(F)F)C (6-(5-Chloro-2-methyl-phenyl)-N*4*-(4-trifluoromethyl-phenyl)-pyrimidine-2,4-diamine), C1(CCC(=O)O1)=O (succinic anhydride). The solvent is C1(=CC=CC=C1)C (toluene). The product is ClC=1C=CC(=C(C1)C1=NC(=NC(=C1)NC1=CC=C(C=C1)C(F)(F)F)N1C(CCC1=O)=O)C (1-[4-(5-chloro-2-methyl-phenyl)-6-(4-trifluoromethyl-phenylamino)-pyrimidin-2-yl]-pyrrolidine-2,5-dione). The yield is 96.0%. Reaction SMILES: [Cl:1][C:2]1[CH:3]=[CH:4][C:5]([CH3:26])=[C:6]([C:8]2[N:13]=[C:12]([NH2:14])[N:11]=[C:10]([NH:15][C:16]3[CH:21]=[CH:20][C:19]([C:22]([F:25])([F:24])[F:23])=[CH:18][CH:17]=3)[CH:9]=2)[CH:7]=1.[C:27]1(=O)[O:32][C:30](=[O:31])[CH2:29][CH2:28]1>C1(C)C=CC=CC=1>[Cl:1][C:2]1[CH:3]=[CH:4][C:5]([CH3:26])=[C:6]([C:8]2[CH:9]=[C:10]([NH:15][C:16]3[CH:17]=[CH:18][C:19]([C:22]([F:23])([F:25])[F:24])=[CH:20][CH:21]=3)[N:11]=[C:12]([N:14]3[C:30](=[O:31])[CH2:29][CH2:28][C:27]3=[O:32])[N:13]=2)[CH:7]=1. Procedure: A mixture of the title compound of Example 29 (0.19 g, 0.50 mmol) and succinic anhydride (0.30 g, 3.0 mmol) in toluene (18 ml) was heated under reflux for 6 hours. After cooled to room temperature, the mixture was filtered. The filtrate was washed with saturated aqueous sodium bicarbonate solution (3×10 ml), dried over magnesium sulfate, and concentrated under reduced pressure to provide 1-[4-(5-chloro-2-methyl-phenyl)-6-(4-trifluoromethyl-phenylamino)-pyrimidin-2-yl]-pyrrolidine-2,5-dione as a ... Starting materials: crude product, FC(C(=O)O)(F)F (trifluoroacetic acid), BrC=1C=C(C=CC1)NC1=C(C=NC2=CN=C(C=C12)F)C#N (4-(3-bromo-phenylamino)-6-fluoro-[1.7]naphthyridine-3-carbonitrile), COC1=CC=C(CN)C=C1 (4-methoxy-benzylamine), CO.C(Cl)(Cl)Cl (methanol chloroform). The solvent is C1(=CC=CC=C1)C (toluene), C(Cl)(Cl)Cl (chloroform), C(C)O (ethanol). Run at time 20 hour. Yields the product NC=1C=C2C(=C(C=NC2=CN1)C#N)NC1=CC(=CC=C1)Br (6-amino-4-(3-bromo-phenylamino)-[1.7]naphthyridine-3-carbonitrile). Reaction SMILES: [Br:1][C:2]1[CH:3]=[C:4]([NH:8][C:9]2[C:18]3[C:13](=[CH:14][N:15]=[C:16](F)[CH:17]=3)[N:12]=[CH:11][C:10]=2[C:20]#[N:21])[CH:5]=[CH:6][CH:7]=1.COC1C=CC(C[NH2:29])=CC=1.CO.C(Cl)(Cl)Cl.FC(F)(F)C(O)=O>C(O)C.C(Cl)(Cl)Cl.C1(C)C=CC=CC=1>[NH2:29][C:16]1[CH:17]=[C:18]2[C:13](=[CH:14][N:15]=1)[N:12]=[CH:11][C:10]([C:20]#[N:21])=[C:9]2[NH:8][C:4]1[CH:5]=[CH:6][CH:7]=[C:2]([Br:1])[CH:3]=1 |f:2.3|. Procedure: To 1.3 g of 4-(3-bromo-phenylamino)-6-fluoro-[1.7]naphthyridine-3-carbonitrile in 20 mL of absolute ethanol was added 5 ml of 4-methoxy-benzylamine. The reaction was refluxed for six days, stripped of solvents, and passed through a plug of silica gel with 5% methanol/chloroform. This crude product was dissolved in 10 mL of chloroform containing 5% anisole and 10 mL of trifluoroacetic acid was added. After stirring under an inert atmosphere for 20 hours, 10 mL of toluene was added and the solvent... Reactants: Cl (HCl), C(C)(C)(C)OC(NC(CC(C)C)CNC(CC1=CC=C(C=C1)OCC1=CC=CC=C1)C(NC(C)(C)C)=O)=O ((1-{[2-(4-Benzyloxy-phenyl)-1-tert-butylcarbamoyl-ethylamino]-methyl}-3-methyl-butyl)-carbamic acid tert-butyl ester), FC(C(=O)O)(F)F (trifluoroacetic acid). Solvent: C(C)OCC (ethyl ether), C(Cl)Cl (CH2Cl2), C(Cl)Cl (CH2Cl2), C(C)OCC (ethyl ether). Conditions: time 25 minute. The product is Cl.Cl.NC(CN[C@H](C(=O)NC(C)(C)C)CC1=CC=C(C=C1)OCC1=CC=CC=C1)CC(C)C ((S)-2-(2-Amino-4-methyl-pentylamino)-3-(4-benzyloxy-phenyl)-N-tert-butyl-propionamide dihydrochloride). Isolated yield 61.0%. Reaction SMILES: C(OC(=O)[NH:7][CH:8]([CH2:13][NH:14][CH:15]([C:31](=[O:37])[NH:32][C:33]([CH3:36])([CH3:35])[CH3:34])[CH2:16][C:17]1[CH:22]=[CH:21][C:20]([O:23][CH2:24][C:25]2[CH:30]=[CH:29][CH:28]=[CH:27][CH:26]=2)=[CH:19][CH:18]=1)[CH2:9][CH:10]([CH3:12])[CH3:11])(C)(C)C.FC(F)(F)C(O)=O.[ClH:46]>C(Cl)Cl.C(OCC)C>[ClH:46].[ClH:46].[NH2:7][CH:8]([CH2:9][CH:10]([CH3:12])[CH3:11])[CH2:13][NH:14][C@@H:15]([CH2:16][C:17]1[CH:18]=[CH:19][C:20]([O:23][CH2:24][C:25]2[CH:30]=[CH:29][CH:28]=[CH:27][CH:26]=2)=[CH:21][CH:22]=1)[C:31]([NH:32][C:33]([CH3:34])([CH3:35])[CH3:36])=[O:37] |f:5.6.7|. Procedure: To a solution of (1-{[2-(4-benzyloxy-phenyl)-1-tert-butylcarbamoyl-ethylamino]-methyl}-3-methyl-butyl)-carbamic acid tert-butyl ester (0.4 g, 0.76 mmol, Example 7, Step B) in CH2Cl2 (7.5 mL) was added trifluoroacetic acid (2.5 mL) at ambient temperature under nitrogen atmosphere. The resulting reaction mixture was stirred for 25 minutes, then concentrated in vacuo. The viscous oil obtained was dissolved in 40 mL of CH2Cl2 and successively washed with saturated aqueous NaHCO3 solution (2×40 mL), ... The reactants are FC1(CC(CC1)C(=O)N)F (3,3-difluorocyclopentane-1-carboxamide), ClC(=O)SCl (chloro(chlorosulfanyl)methanone). Conditions: temperature 100 celsius, time 8 hour. Yields the product FC1(CC(CC1)C1=NSC(O1)=O)F (5-(3,3-difluorocyclopentyl)-2H-1,3,4-oxathiazol-2-one). RXN SMILES: [F:1][C:2]1([F:10])[CH2:6][CH2:5][CH:4]([C:7]([NH2:9])=[O:8])[CH2:3]1.Cl[C:12]([S:14]Cl)=[O:13]>>[F:1][C:2]1([F:10])[CH2:6][CH2:5][CH:4]([C:7]2[O:8][C:12](=[O:13])[S:14][N:9]=2)[CH2:3]1. Reported procedure: Into a 100-mL round-bottom flask, was placed 3,3-difluorocyclopentane-1-carboxamide (1.5 g, 10.06 mmol, 1.00 equiv), tol (30 mL), chloro(chlorosulfanyl)methanone (2.6 g, 19.85 mmol, 1.97 equiv). The resulting solution was stirred for overnight at 100° C. The resulting mixture was concentrated under vacuum. The residue was applied onto a silica gel column with ethyl acetate/petroleum ether (1/10-1/30). This resulted in 300 mg of 5-(3,3-difluorocyclopentyl)-2H-1,3,4-oxathiazol-2-one as brown oil.